describe an organic reaction: reactants, conditions, products, and yield From a dataset of the Open Reaction Database (ORD), a public repository of structured organic reaction records. Reactants: BrC=C1C=CC(O1)=O (5-bromomethylene-2(5H)furanone), FC1=CC=C(C=C1)B(O)O (4-fluorophenylboronic acid), [F-].[Cs+] (cesium fluoride). The reagents and catalysts are [I-].C(CCC)[N+](CCCC)(CCCC)CCCC (tetrabutylammonium iodide), Cl[Pd]([P](C1=CC=CC=C1)(C2=CC=CC=C2)C3=CC=CC=C3)([P](C4=CC=CC=C4)(C5=CC=CC=C5)C6=CC=CC=C6)Cl (trans-dichlorobis(triphenylphosphine)palladium). Run in C1(=CC=CC=C1)C (toluene), O (water), [Cl-].[Na+].O (brine). Yields the product FC1=CC=C(\C=C/2\C=CC(O2)=O)C=C1 ((Z)-5-(4-fluorobenzylidene)furan-2(5H)-one). Reaction SMILES: Br[CH:2]=[C:3]1[O:7][C:6](=[O:8])[CH:5]=[CH:4]1.[F:9][C:10]1[CH:15]=[CH:14][C:13](B(O)O)=[CH:12][CH:11]=1.[F-].[Cs+]>[I-].C([N+](CCCC)(CCCC)CCCC)CCC.C1(C)C=CC=CC=1.O.[Cl-].[Na+].O.Cl[Pd](Cl)([P](C1C=CC=CC=1)(C1C=CC=CC=1)C1C=CC=CC=1)[P](C1C=CC=CC=1)(C1C=CC=CC=1)C1C=CC=CC=1>[F:9][C:10]1[CH:15]=[CH:14][C:13](/[CH:2]=[C:3]2/[CH:4]=[CH:5][C:6](=[O:8])[O:7]/2)=[CH:12][CH:11]=1 |f:2.3,4.5,8.9.10,^1:52,71|. Reported procedure: A mixture containing 5-bromomethylene-2(5H)furanone (0.175 g, 1 mmol), 4-fluorophenylboronic acid (0.168 g, 1.2 mmol), trans-dichlorobis(triphenylphosphine)palladium (II) (0.035 g, 0.05 mmol), tetrabutylammonium iodide (0.018 g, 0.05 mmol) and cesium fluoride (0.456 g, 3 mmol) in toluene (10 mL) and water (10 mL) were stirred at reflux for 24 hours under nitrogen. After cooling, brine (50 mL) was added and the product extracted with ethyl acetate (50 mL×3). The organic fractions were combined, w... The reactants are compound [ 4-6 ], C1(CCCCC1)CBr (cyclohexylmethyl bromide), C(C1=CC=CC=C1)N1C=CC2=CC=C(C=C12)CC(=O)O (2-(1-benzyl-1H-indole-6-yl)acetic acid). Product: C1(CCCCC1)CN1C=CC2=CC=C(C=C12)CC(=O)O (2-[1-(cyclohexylmethyl)-1H-indole-6-yl]acetic acid), C(C1=CC=CC=C1)N1C=CC2=CC=C(C=C12)CC(=O)O (2-(1-benzyl-1H-indole-6-yl)acetic acid). RXN SMILES: C1(CBr)CCCCC1.[CH2:9]([N:16]1[C:24]2[C:19](=[CH:20][CH:21]=[C:22]([CH2:25][C:26]([OH:28])=[O:27])[CH:23]=2)[CH:18]=[CH:17]1)[C:10]1[CH:15]=[CH:14][CH:13]=[CH:12][CH:11]=1>>[CH:10]1([CH2:9][N:16]2[C:24]3[C:19](=[CH:20][CH:21]=[C:22]([CH2:25][C:26]([OH:28])=[O:27])[CH:23]=3)[CH:18]=[CH:17]2)[CH2:11][CH2:12][CH2:13][CH2:14][CH2:15]1.[CH2:9]([N:16]1[C:24]2[C:19](=[CH:20][CH:21]=[C:22]([CH2:25][C:26]([OH:28])=[O:27])[CH:23]=2)[CH:18]=[CH:17]1)[C:10]1[CH:11]=[CH:12][CH:13]=[CH:14][CH:15]=1. Procedure: The titled compound (69 mg) as a white solid was prepared from the compound [4-6] obtained in the process (6) of Example 4 (100 mg) and cyclohexylmethyl bromide according to the method of the process (7) of Example 4. Reactants: COC(=O)C1CCC2N1C(C(CC=CC2)NC(=O)OC(C)(C)C)=O (6-tert-butoxycarbonylamino-5-oxo-1,2,3,5,6,7,10,10a-octahydro-pyrrolo[1,2-a]azocine-3-carboxylic acid methyl ester). Run in FC(C(=O)O)(F)F.C(Cl)Cl (trifluoroacetic acid CH2Cl2). Run at time 2 hour. The product is COC(=O)[C@@H]1CC[C@@H]2N1C([C@H](CC=CC2)N)=O ((3S,6S,10aS)-6-amino-5-oxo-1,2,3,5,6,7,10,10a-octahydro-pyrrolo[1,2-a]azocine-3-carboxylic acid methyl ester). Isolated yield 100.0%. RXN SMILES: [CH3:1][O:2][C:3]([CH:5]1[N:9]2[C:10](=[O:24])[CH:11]([NH:16]C(OC(C)(C)C)=O)[CH2:12][CH:13]=[CH:14][CH2:15][CH:8]2[CH2:7][CH2:6]1)=[O:4]>FC(F)(F)C(O)=O.C(Cl)Cl>[CH3:1][O:2][C:3]([C@H:5]1[N:9]2[C:10](=[O:24])[C@@H:11]([NH2:16])[CH2:12][CH:13]=[CH:14][CH2:15][C@@H:8]2[CH2:7][CH2:6]1)=[O:4] |f:1.2|. Procedure: 6-tert-butoxycarbonylamino-5-oxo-1,2,3,5,6,7,10,10a-octahydro-pyrrolo[1,2-a]azocine-3-carboxylic acid methyl ester, 7, (3.46 g, 10.2 mmol) is treated with a solution of 1:1 trifluoroacetic acid/CH2Cl2 (50 mL) and allowed to stir for 2 hours at room temperature after which the solution is concentrated in vacuo and the resulting residue purified over silica (5% methanol/methylene chloride) to afford 2.43 g (100% yield) of the desired product as dark orange crystals. 1H NMR (CDCl3): δ 8.11 (bs, 2H)... Starting materials: OC(CC1=CC=C(C=O)C=C1)C=1C=NC=CC1 (4-[2-Hydroxy-2-(3-pyridyl)ethyl]benzaldehyde), C(=O)(OCC)CC=P(C1=CC=CC=C1)(C1=CC=CC=C1)C1=CC=CC=C1 ((carboethoxyethylidene)triphenylphosphorane). Solvent: C(Cl)(Cl)Cl (chloroform). Conditions: time 1.5 hour. Product: OC(CC1=CC=C(C=C(C(=O)OCC)C)C=C1)C=1C=NC=CC1 (ethyl 4-[2-hydroxy-2-(3-pyridyl)ethyl]-α-methylcinnamate). The yield is 100.2%. As a reaction SMILES: [OH:1][CH:2]([C:12]1[CH:13]=[N:14][CH:15]=[CH:16][CH:17]=1)[CH2:3][C:4]1[CH:11]=[CH:10][C:7]([CH:8]=O)=[CH:6][CH:5]=1.[C:18]([CH2:23][CH:24]=P(C1C=CC=CC=1)(C1C=CC=CC=1)C1C=CC=CC=1)([O:20][CH2:21][CH3:22])=[O:19]>C(Cl)(Cl)Cl>[OH:1][CH:2]([C:12]1[CH:13]=[N:14][CH:15]=[CH:16][CH:17]=1)[CH2:3][C:4]1[CH:11]=[CH:10][C:7]([CH:8]=[C:23]([CH3:24])[C:18]([O:20][CH2:21][CH3:22])=[O:19])=[CH:6][CH:5]=1. Procedure: 4-[2-Hydroxy-2-(3-pyridyl)ethyl]benzaldehyde (1.34 g) and (carboethoxyethylidene)triphenylphosphorane (4.28 g) were dissolved in 50 ml of chloroform, and stirred for 1.5 hours, and the solvent was distilled off under reduced pressure. The residue obtained was subjected to chromatography on a silica gel column, and from a fraction eluted with chloroform-methanol(10:1v/v) was obtained 1.84 g of ethyl 4-[2-hydroxy-2-(3-pyridyl)ethyl]-α-methylcinnamate. Isolated yield 42.9%. Solvent: C(C)O (ethanol), [OH-].[Na+] (sodium hydroxide), O (water). Reported procedure: 2.00 g (11.9 mmol) of 2-mercapto-6-hydroxypurine was dissolved in a solvent mixture of 10 ml of ethanol, 10.9 ml of 2N sodium hydroxide and 15 ml of water. Under ice cooling with stirring, 2.06 ml (17.9 mmol) of benzylbromide was added to the solution, following stirring at room temperature for 30 minutes. Again under ice cooling, the mixture was neutralized with 2N hydrochloric acid and 30 ml of n-hexane was added to the mixture. A precipitated was collected by filtration, washed with ethyl ace... The product is C(C1=CC=CC=C1)SC1=NC(=C2NC=NC2=N1)O (2-benzylthio-6-hydroxypurine). RXN SMILES: [SH:1][C:2]1[N:10]=[C:9]2[C:5]([NH:6][CH:7]=[N:8]2)=[C:4]([OH:11])[N:3]=1.[CH2:12](Br)[C:13]1[CH:18]=[CH:17][CH:16]=[CH:15][CH:14]=1.Cl.CCCCCC>C(O)C.[OH-].[Na+].O>[CH2:12]([S:1][C:2]1[N:10]=[C:9]2[C:5]([NH:6][CH:7]=[N:8]2)=[C:4]([OH:11])[N:3]=1)[C:13]1[CH:18]=[CH:17][CH:16]=[CH:15][CH:14]=1 |f:5.6|. Reactants: CCCCCC (n-hexane), C(C1=CC=CC=C1)Br (benzylbromide), SC1=NC(=C2NC=NC2=N1)O (2-mercapto-6-hydroxypurine), Cl (hydrochloric acid). Procedure: A mixture of ethyl-1-cyclopropyl-6,7-difluoro-8-methoxy-1,4-dihydro-4-oxo-3-quinoline carboxylic acid (500 mg, 1.55 mmol), glacial acetic acid (5 mL), and 1N hydrochloric acid (1 mL) was allowed to reflux for 2 hours and was poured into ice water. The resulting precipitate was collected by suction filtration and washed with distilled water and diethyl ether to give 420 mg, 91% yield of a white solid, m.p. 187°-189° C. As a reaction SMILES: C([C:3]1[N:4]([CH:21]2[CH2:23][CH2:22]2)[C:5]2[C:10]([C:11](=[O:16])[C:12]=1[C:13]([OH:15])=[O:14])=[CH:9][C:8]([F:17])=[C:7]([F:18])[C:6]=2[O:19][CH3:20])C.Cl>C(O)(=O)C>[CH:21]1([N:4]2[C:5]3[C:10](=[CH:9][C:8]([F:17])=[C:7]([F:18])[C:6]=3[O:19][CH3:20])[C:11](=[O:16])[C:12]([C:13]([OH:15])=[O:14])=[CH:3]2)[CH2:22][CH2:23]1. Isolated yield 91.8%. Reactants: C(C)C=1N(C2=C(C(=C(C=C2C(C1C(=O)O)=O)F)F)OC)C1CC1 (ethyl-1-cyclopropyl-6,7-difluoro-8-methoxy-1,4-dihydro-4-oxo-3-quinoline carboxylic acid), Cl (hydrochloric acid), ice water. Run in C(C)(=O)O (acetic acid). The product is C1(CC1)N1C=C(C(C2=CC(=C(C(=C12)OC)F)F)=O)C(=O)O (1-Cyclopropyl-6,7-difluoro-8-methoxy-1,4-dihydro-4-oxo-3-quinolinecarboxylic acid).